From a dataset of the Open Reaction Database (ORD), a public repository of structured organic reaction records. describe an organic reaction: reactants, conditions, products, and yield Reactants: BrC=1C=C(C=CC1)C1=NC(=CC(=N1)C(F)(F)F)C1=CC=C(C=C1)C(F)(F)F (2-(3-bromo-phenyl)-4-trifluoromethyl-6-(4-trifluoromethyl-phenyl)-pyrimidine), OCC1=CC=C(C=C1)B(O)O (4-hydroxymethyl-phenyl-boronic acid). The product is FC(C1=NC(=NC(=C1)C1=CC=C(C=C1)C(F)(F)F)C=1C=C(C=CC1)C1=CC=C(C=C1)CO)(F)F ({3′-[4-Trifluoromethyl-6-(4-trifluoromethyl-phenyl)-pyrimidin-2-yl]-biphenyl-4-yl}-methanol), solid. The yield is 54.0%. As a reaction SMILES: Br[C:2]1[CH:3]=[C:4]([C:8]2[N:13]=[C:12]([C:14]([F:17])([F:16])[F:15])[CH:11]=[C:10]([C:18]3[CH:23]=[CH:22][C:21]([C:24]([F:27])([F:26])[F:25])=[CH:20][CH:19]=3)[N:9]=2)[CH:5]=[CH:6][CH:7]=1.[OH:28][CH2:29][C:30]1[CH:35]=[CH:34][C:33](B(O)O)=[CH:32][CH:31]=1>>[F:15][C:14]([F:17])([F:16])[C:12]1[CH:11]=[C:10]([C:18]2[CH:23]=[CH:22][C:21]([C:24]([F:27])([F:26])[F:25])=[CH:20][CH:19]=2)[N:9]=[C:8]([C:4]2[CH:3]=[C:2]([C:33]3[CH:34]=[CH:35][C:30]([CH2:29][OH:28])=[CH:31][CH:32]=3)[CH:7]=[CH:6][CH:5]=2)[N:13]=1. Procedure details: The title compound was prepared from 2-(3-bromo-phenyl)-4-trifluoromethyl-6-(4-trifluoromethyl-phenyl)-pyrimidine (example E.3) (0.22 g, 0.5 mmol) and commercially available 4-hydroxymethyl-phenyl-boronic acid (0.09 g, 0.6 mmol) according to the general procedure VI. Obtained as a white solid (0.199 g, 54%). MS (ISP) 475.1 [(M+H)+]; mp 171° C. The reactants are OCCN(C(OC)=O)C (methyl N-(2-hydroxyethyl)-N-methyl-carbamate), BrC(C(=O)Br)C (2-bromopropionyl bromide). Yields the product BrC(C(=O)OCCN(C(OC)=O)C)C (methyl N-[2-(2-bromopropionyloxy)-ethyl]-N-methyl-carbamate). Reaction SMILES: [OH:1][CH2:2][CH2:3][N:4]([CH3:9])[C:5](=[O:8])[O:6][CH3:7].[Br:10][CH:11]([CH3:15])[C:12](Br)=[O:13]>>[Br:10][CH:11]([CH3:15])[C:12]([O:1][CH2:2][CH2:3][N:4]([CH3:9])[C:5](=[O:8])[O:6][CH3:7])=[O:13]. Procedure details: by using methyl N-(2-hydroxyethyl)-N-methyl-carbamate and 2-bromopropionyl bromide there is obtained methyl N-[2-(2-bromopropionyloxy)-ethyl]-N-methyl-carbamate, 1H-NMR (CDCl3, 60 MHz) 4.35 ppm (q, 1H), 4.32 ppm (t, 2H), 3.75 ppm (s, 3H), 3.58 ppm (t, 2H), 3.0 ppm (s, 3H), 1.82 ppm (d, 3H); The reactants are C1CCOC1, [N-]=[N+]=NCc1nonc1-c1noc(=O)n1-c1ccc(F)c(Cl)c1, O, c1ccc(P(c2ccccc2)c2ccccc2)cc1. Yields the product NCc1nonc1-c1noc(=O)n1-c1ccc(F)c(Cl)c1. As a reaction SMILES: [CH2:43]1[O:44][CH2:45][CH2:46][CH2:47]1.[N:1](=[N+:2]=[N-:3])[CH2:4][c:5]1[c:6](-[c:10]2[n:11][o:12][c:13](=[O:23])[n:14]2-[c:15]2[cH:16][c:17]([Cl:22])[c:18]([F:21])[cH:19][cH:20]2)[n:7][o:8][n:9]1.[OH2:48].[c:24]1([P:25]([c:26]2[cH:27][cH:28][cH:29][cH:30][cH:31]2)[c:32]2[cH:33][cH:34][cH:35][cH:36][cH:37]2)[cH:38][cH:39][cH:40][cH:41][cH:42]1>>[NH2:1][CH2:4][c:5]1[c:6](-[c:10]2[n:11][o:12][c:13](=[O:23])[n:14]2-[c:15]2[cH:16][c:17]([Cl:22])[c:18]([F:21])[cH:19][cH:20]2)[n:7][o:8][n:9]1. Reactants: cuprous cyanide, BrCC#CCC#CCCCCCC (1-bromododeca-2,5-diyne), C(CCCCCCC#C)(=O)O (non-8-ynoic acid), solution, C(C)[Mg]Br (ethylmagnesium bromide), cuprous cyanide. Run in O1CCCC1 (tetrahydrofuran), O1CCCC1 (tetrahydrofuran), O1CCCC1 (tetrahydrofuran). Run at time 2 hour. The product is C(CCCCCCC#CCC#CCC#CCCCCCC)(=O)O (heneicosa-8,11,14-triynoic acid). Yield: 48.0%. As a reaction SMILES: [C:1]([OH:11])(=[O:10])[CH2:2][CH2:3][CH2:4][CH2:5][CH2:6][CH2:7][C:8]#[CH:9].C([Mg]Br)C.Br[CH2:17][C:18]#[C:19][CH2:20][C:21]#[C:22][CH2:23][CH2:24][CH2:25][CH2:26][CH2:27][CH3:28]>O1CCCC1>[C:1]([OH:11])(=[O:10])[CH2:2][CH2:3][CH2:4][CH2:5][CH2:6][CH2:7][C:8]#[C:9][CH2:17][C:18]#[C:19][CH2:20][C:21]#[C:22][CH2:23][CH2:24][CH2:25][CH2:26][CH2:27][CH3:28]. Procedure: To a solution of non-8-ynoic acid (nD25 1.4529, m.p. 20°-2°; 30.8 g, 0.2 mol) in tetrahydrofuran (100 ml) was added a 1.45 M solution (275 ml) of ethylmagnesium bromide in tetrahydrofuran during 30 minutes at 0°. The resulting mixture was stirred for 21/2 hours, after which cuprous cyanide (720 mg, 4 mmol) was added and stirring was continued for 10 minutes. A solution of 1-bromododeca-2,5-diyne (Struyk et al., loc.cit., b.p. 78°-80°/0.001 mm Hg, nD25 1.5055; 36.2 g, 0.15 mol) in tetrahydrofuran... Starting materials: COC1=C(OC)C(=O)C(Cc2cccc(C(=O)Nc3ccc(OC)cc3)c2OC(C)=O)=C(C)C1=O, CO, [Na+], O, O=C([O-])O. Yields the product COC1=C(OC)C(=O)C(Cc2cccc(C(=O)Nc3ccc(OC)cc3)c2O)=C(C)C1=O. RXN SMILES: [CH3:1][O:2][C:3]1=[C:8]([O:9][CH3:10])[C:7](=[O:11])[C:6]([CH2:12][c:13]2[c:14]([O:30][C:31](=[O:32])[CH3:33])[c:15]([C:16](=[O:17])[NH:18][c:19]3[cH:20][cH:21][c:22]([O:25][CH3:26])[cH:23][cH:24]3)[cH:27][cH:28][cH:29]2)=[C:5]([CH3:34])[C:4]1=[O:35].[CH3:41][OH:42].[Na+:36].[OH2:43].[OH:37][C:38](=[O:39])[O-:40]>>[CH3:1][O:2][C:3]1=[C:8]([O:9][CH3:10])[C:7](=[O:11])[C:6]([CH2:12][c:13]2[c:14]([OH:30])[c:15]([C:16](=[O:17])[NH:18][c:19]3[cH:20][cH:21][c:22]([O:25][CH3:26])[cH:23][cH:24]3)[cH:27][cH:28][cH:29]2)=[C:5]([CH3:34])[C:4]1=[O:35]. The reactants are CO, BrCC1CC1, [I-], Nc1ncccc1-c1cc(Cc2ccc(O)cc2)no1, [Na+], [Na+], [OH-]. Yields the product Nc1ncccc1-c1cc(Cc2ccc(OCC3CC3)cc2)no1. Reaction SMILES: [CH3:30][OH:31].[CH:23]1([CH2:26][Br:27])[CH2:24][CH2:25]1.[I-:29].[NH2:1][c:2]1[n:3][cH:4][cH:5][cH:6][c:7]1-[c:8]1[cH:9][c:10]([CH2:13][c:14]2[cH:15][cH:16][c:17]([OH:20])[cH:18][cH:19]2)[n:11][o:12]1.[Na+:22].[Na+:28].[OH-:21]>>[NH2:1][c:2]1[n:3][cH:4][cH:5][cH:6][c:7]1-[c:8]1[cH:9][c:10]([CH2:13][c:14]2[cH:15][cH:16][c:17]([O:20][CH2:26][CH:23]3[CH2:24][CH2:25]3)[cH:18][cH:19]2)[n:11][o:12]1.